This data is from the Open Reaction Database (ORD), a public repository of structured organic reaction records. The task is: describe an organic reaction: reactants, conditions, products, and yield Starting materials: C1(=CC=CC=C1)[PH+](C1=CC=CC=C1)C1=CC=CC=C1 (triphenylphosphonium), 4'-alkoxybiphenyl, COC(=O)C1=CC2=CC=C(C=C2C=C1)C=O (6-formyl-2-naphthalenecarboxylic acid methyl ester), C(Cl)Cl (methylene chloride), [H][H] (hydrogen). Run in O1CCCC1 (tetrahydrofuran). Product: COC(=O)C1=CC2=CC=CC=C2C=C1 (2-naphthalenecarboxylic acid methyl ester). As a reaction SMILES: C1([PH+](C2C=CC=CC=2)C2C=CC=CC=2)C=CC=CC=1.[CH3:20][O:21][C:22]([C:24]1[CH:33]=[CH:32][C:31]2[C:26](=[CH:27][CH:28]=[C:29](C=O)[CH:30]=2)[CH:25]=1)=[O:23].C(Cl)Cl.[H][H]>O1CCCC1>[CH3:20][O:21][C:22]([C:24]1[CH:33]=[CH:32][C:31]2[C:26](=[CH:27][CH:28]=[CH:29][CH:30]=2)[CH:25]=1)=[O:23]. Procedure: For example, 4'-alkoxy-4-bromobiphenyl (17) is reacted with triphenylphosphin to obtain triphenylphosphonium salt of 4'-alkoxybiphenyl (21). The thus obtained triphenylphosphonium salt of 4'-alkoxybiphenyl (21) is reacted with 6-formyl-2-naphthalenecarboxylic acid methyl ester as a solution in such as methylene chloride and then the resulting compound is reacted with hydrogen in the presence of the reducing catalyst such as paradium carbon in a solvent such as tetrahydrofuran (THF) to obtain 6-[... Reactants: C(NN)(=O)OCCOC1=CC(=C(C=C1)C(C1=CC=CC=C1)=O)O (2-(3-hydroxy-4-benzoylphenoxy)ethyl carbazate), ( A ), solution, CC1(NC(CC(C1)NC(C(=O)OCC)=O)(C)C)C (ethyl N-(2,2,6,6-tetramethyl-4-piperidinyl)oxamate). Solvent: CO (methanol). Conditions: temperature 70 celsius. The product is CC1(NC(CC(C1)NC(C(=O)NNC(=O)OCCOC1=CC(=C(C=C1)C(C1=CC=CC=C1)=O)O)=O)(C)C)C (1-[N-(2,2,6,6-tetramethyl-4-piperidinyl)oxamoyl]-2-[2-(3-hydroxy-4-benzoylphenoxy)ethoxycarbonyl]hydrazine). RXN SMILES: [C:1]([O:5][CH2:6][CH2:7][O:8][C:9]1[CH:14]=[CH:13][C:12]([C:15](=[O:22])[C:16]2[CH:21]=[CH:20][CH:19]=[CH:18][CH:17]=2)=[C:11]([OH:23])[CH:10]=1)(=[O:4])[NH:2][NH2:3].[CH3:24][C:25]1([CH3:41])[CH2:30][CH:29]([NH:31][C:32](=[O:38])[C:33](OCC)=[O:34])[CH2:28][C:27]([CH3:40])([CH3:39])[NH:26]1>CO>[CH3:24][C:25]1([CH3:41])[CH2:30][CH:29]([NH:31][C:32](=[O:38])[C:33]([NH:3][NH:2][C:1]([O:5][CH2:6][CH2:7][O:8][C:9]2[CH:14]=[CH:13][C:12]([C:15](=[O:22])[C:16]3[CH:21]=[CH:20][CH:19]=[CH:18][CH:17]=3)=[C:11]([OH:23])[CH:10]=2)=[O:4])=[O:34])[CH2:28][C:27]([CH3:40])([CH3:39])[NH:26]1. Procedure: Into a 100 ml 3-neck flask was added 6.4 grams (0.027 mole) of 2-(3-hydroxy-4-benzoylphenoxy)ethyl carbazate from (A), 8.1 grams (0,027 mole) of a 60% solution of ethyl N-(2,2,6,6-tetramethyl-4-piperidinyl)oxamate and 25 ml of methanol. The flask was equipped with a magnetic stirrer, thermometer and a Dean Stark trap with a reflux condenser. The reaction was heated in an oil bath and the methanol was slowly distilled off through the Dean Stark trap. After the methanol stopped coming over, the re... Reaction SMILES: [CH2:40]([OH:41])[CH2:42][CH3:43].[NH2:3][c:4]1[c:5]([S:10][c:11]2[c:12]([O:31][CH2:32][CH2:33][CH2:34][CH2:35][CH2:36][CH2:37][CH2:38][CH3:39])[c:13]([C:29]#[N:30])[c:14]([C:15]#[N:16])[c:17]([O:20][CH2:21][CH2:22][CH2:23][CH2:24][CH2:25][CH2:26][CH2:27][CH3:28])[c:18]2[Cl:19])[cH:6][cH:7][cH:8][cH:9]1.[NH3:2].[Na:1]>>[NH:2]=[C:29]1[c:13]2[c:12]([O:31][CH2:32][CH2:33][CH2:34][CH2:35][CH2:36][CH2:37][CH2:38][CH3:39])[c:11]([S:10][c:5]3[c:4]([NH2:3])[cH:9][cH:8][cH:7][cH:6]3)[c:18]([Cl:19])[c:17]([O:20][CH2:21][CH2:22][CH2:23][CH2:24][CH2:25][CH2:26][CH2:27][CH3:28])[c:14]2[C:15](=[NH:16])[NH:30]1. Starting materials: CCCO, CCCCCCCCOc1c(Cl)c(Sc2ccccc2N)c(OCCCCCCCC)c(C#N)c1C#N, N, [Na]. Product: CCCCCCCCOc1c(Cl)c(Sc2ccccc2N)c(OCCCCCCCC)c2c1C(=N)NC2=N. The reactants are CC(=O)O[BH-](OC(C)=O)OC(C)=O, c1ccc(CN2CCNCC2)cc1, CC(=O)O, O=Cc1ccc(OCCCN2CCCCC2)cc1, [Na+], [Na+], [OH-]. The product is c1ccc(CN2CCN(Cc3ccc(OCCCN4CCCCC4)cc3)CC2)cc1. Reaction SMILES: [C:32]([O:33][BH-:34]([O:35][C:36](=[O:37])[CH3:38])[O:39][C:40](=[O:41])[CH3:42])(=[O:43])[CH3:44].[CH2:19]([c:20]1[cH:21][cH:22][cH:23][cH:24][cH:25]1)[N:26]1[CH2:27][CH2:28][NH:29][CH2:30][CH2:31]1.[CH3:48][C:49](=[O:50])[OH:51].[N:1]1([CH2:7][CH2:8][CH2:9][O:10][c:11]2[cH:12][cH:13][c:14]([CH:15]=[O:16])[cH:17][cH:18]2)[CH2:2][CH2:3][CH2:4][CH2:5][CH2:6]1.[Na+:45].[Na+:47].[OH-:46]>>[N:1]1([CH2:7][CH2:8][CH2:9][O:10][c:11]2[cH:12][cH:13][c:14]([CH2:15][N:29]3[CH2:28][CH2:27][N:26]([CH2:19][c:20]4[cH:21][cH:22][cH:23][cH:24][cH:25]4)[CH2:31][CH2:30]3)[cH:17][cH:18]2)[CH2:2][CH2:3][CH2:4][CH2:5][CH2:6]1. Reactants: C(CCC)C=1N(C(=CN1)C=O)CC1=CSC(=C1)C(=O)OC (2-n-butyl-1-[(5-carbomethoxy-3-thienyl)methyl]imidazol-5-carboxaldehyde), C(CCC)C=1N(C(=CN1)C=O)CC=1SC(=CC1)C(=O)OC (2-n-butyl-1-[(5-carbomethoxy-2-thienyl)methyl]-imidazol-5-carboxaldehyde), ( d ). The product is C(CCC)C=1N(C(=CN1)/C=C(/C(=O)O)\CC=1SC=CC1)CC1=CSC(=C1)C(=O)O ((E)-3-[2-n-Butyl-1-{(5-carboxy-3-thienyl)methyl}-1H-imidazol-5-yl]-2-(2-thienyl)methyl-2-propenoic Acid). As a reaction SMILES: [CH2:1]([C:5]1[N:6]([CH2:12][C:13]2[CH:17]=[C:16]([C:18]([O:20]C)=[O:19])[S:15][CH:14]=2)[C:7]([CH:10]=O)=[CH:8][N:9]=1)[CH2:2][CH2:3][CH3:4].C(C1N(C[C:34]2[S:35][C:36]([C:39](OC)=O)=[CH:37][CH:38]=2)C(C=O)=CN=1)CCC>>[CH2:1]([C:5]1[N:6]([CH2:12][C:13]2[CH:17]=[C:16]([C:18]([OH:20])=[O:19])[S:15][CH:14]=2)[C:7](/[CH:10]=[C:16](\[CH2:39][C:36]2[S:35][CH:34]=[CH:38][CH:37]=2)/[C:18]([OH:20])=[O:19])=[CH:8][N:9]=1)[CH2:2][CH2:3][CH3:4]. Procedure details: The title compound was prepared following the procedures described in Example 1 (v-vi) using 2-n-butyl-1-[(5-carbomethoxy-3-thienyl)methyl]imidazol-5-carboxaldehyde (prepared by the methods described in Example 2 (i-iii)) in place of 2-n-butyl-1-[(5-carbomethoxy-2-thienyl)methyl]-imidazol-5-carboxaldehyde; mp 133°-135° C. (d).